From a dataset of the Open Reaction Database (ORD), a public repository of structured organic reaction records. describe an organic reaction: reactants, conditions, products, and yield The reactants are isochromanones, C(C)(=O)OCC (ethyl acetate), C1(=CC=CC=C1)C (toluene), C=1(C(=CC=CC1)C)C (xylene), C(C)C1=CC=CC=C1 (ethylbenzene). Solvent: C(Cl)Cl (methylene chloride). Product: C1OC(CC2=CC=CC=C12)=O (3-isochromanone). RXN SMILES: [C:1]([O:4][CH2:5][CH3:6])(=[O:3])[CH3:2].[C:7]1(C)[CH:12]=[CH:11]C=[CH:9][CH:8]=1.C1(C)C(C)=CC=CC=1.C(C1C=CC=CC=1)C>C(Cl)Cl>[CH2:5]1[C:6]2[C:9](=[CH:8][CH:7]=[CH:12][CH:11]=2)[CH2:2][C:1](=[O:3])[O:4]1. Procedure: After the reaction, recovery of isochromanones can be carried out by concentration of reaction mixture or extraction with an organic solvent such as ethyl acetate, toluene, xylene, ethylbenzene, or methylene chloride. When the reaction mixture is separated into two layers, i.e., a water layer and a product layer, depending on the target isochromanones, it is possible to separate and remove the water layer. In particular, when the product is 3-isochromanone, the product layer is liquid at 85° C. ... The reactants are [Br-], CC(=O)[O-], CC(=O)[O-], CCc1ccccc1, [Co+2], [Na+], O, O, O, O, OO. Product: CC(=O)c1ccccc1. As a reaction SMILES: [Br-:2].[C:17]([O-:18])(=[O:19])[CH3:20].[C:22]([O-:23])(=[O:24])[CH3:25].[CH3:3][CH2:4][c:5]1[cH:6][cH:7][cH:8][cH:9][cH:10]1.[Co+2:21].[Na+:1].[OH2:13].[OH2:14].[OH2:15].[OH2:16].[OH:11][OH:12]>>[CH3:3][C:4]([c:5]1[cH:6][cH:7][cH:8][cH:9][cH:10]1)=[O:11]. Reactants: CNc1nc(CC(=O)Nc2cccc(C(F)(F)F)c2)cs1, CN=C=O, O, c1ccncc1. Yields the product CNC(=O)N(C)c1nc(CC(=O)Nc2cccc(C(F)(F)F)c2)cs1. RXN SMILES: [CH3:1][NH:2][c:3]1[s:4][cH:5][c:6]([CH2:8][C:9]([NH:10][c:11]2[cH:12][c:13]([C:17]([F:18])([F:19])[F:20])[cH:14][cH:15][cH:16]2)=[O:21])[n:7]1.[CH3:22][N:23]=[C:24]=[O:25].[OH2:26].[cH:27]1[cH:28][cH:29][n:30][cH:31][cH:32]1>>[CH3:1][N:2]([c:3]1[s:4][cH:5][c:6]([CH2:8][C:9]([NH:10][c:11]2[cH:12][c:13]([C:17]([F:18])([F:19])[F:20])[cH:14][cH:15][cH:16]2)=[O:21])[n:7]1)[C:24]([NH:23][CH3:22])=[O:25]. Reactants: CCO, Nc1nc(Cl)cc(Cl)n1, Cl, Nc1cc(F)c(Oc2ccnc3[nH]cc(Cl)c23)c(F)c1, [Na+], [OH-], O. Yields the product Nc1nc(Cl)cc(Nc2cc(F)c(Oc3ccnc4[nH]cc(Cl)c34)c(F)c2)n1. As a reaction SMILES: [CH2:33]([OH:34])[CH3:35].[Cl:21][c:22]1[n:23][c:24]([NH2:29])[n:25][c:26]([Cl:28])[cH:27]1.[ClH:30].[F:1][c:2]1[cH:3][c:4]([NH2:5])[cH:6][c:7]([F:20])[c:8]1[O:9][c:10]1[c:11]2[c:12]([n:13][cH:14][cH:15]1)[nH:16][cH:17][c:18]2[Cl:19].[Na+:32].[OH-:31].[OH2:36]>>[F:1][c:2]1[cH:3][c:4]([NH:5][c:26]2[n:25][c:24]([NH2:29])[n:23][c:22]([Cl:21])[cH:27]2)[cH:6][c:7]([F:20])[c:8]1[O:9][c:10]1[c:11]2[c:12]([n:13][cH:14][cH:15]1)[nH:16][cH:17][c:18]2[Cl:19]. Reactants: C(C)OC(C(C)(C)Br)=O (2-Bromo-2-methyl-propionic acid ethyl ester), ClC1=CC=C(C=C1)C1=C(C(=NN1C1=C(C=C(C=C1)Cl)Cl)CO)C ([5-(4-Chloro-phenyl)-1-(2,4-dichloro-phenyl)-4-methyl-1H-pyrazol-3-yl]-methanol), [H-].[Na+] (sodium hydride). The reagents and catalysts are [I-].C(CCC)[N+](CCCC)(CCCC)CCCC (tetrabutylammonium iodide). Run in CN(C)C=O (DMF). Reaction conditions: time 16 hour. The product is C(C)OC(C(C)(C)OCC1=NN(C(=C1C)C1=CC=C(C=C1)Cl)C1=C(C=C(C=C1)Cl)Cl)=O (2-[5-(4-Chloro-phenyl)-1-(2,4-dichloro-phenyl)-4-methyl-1H-pyrazol-3-ylmethoxy]-2-methyl-propionic acid ethyl ester). As a reaction SMILES: [Cl:1][C:2]1[CH:7]=[CH:6][C:5]([C:8]2[N:12]([C:13]3[CH:18]=[CH:17][C:16]([Cl:19])=[CH:15][C:14]=3[Cl:20])[N:11]=[C:10]([CH2:21][OH:22])[C:9]=2[CH3:23])=[CH:4][CH:3]=1.[H-].[Na+].[CH2:26]([O:28][C:29](=[O:34])[C:30](Br)([CH3:32])[CH3:31])[CH3:27]>CN(C=O)C.[I-].C([N+](CCCC)(CCCC)CCCC)CCC>[CH2:26]([O:28][C:29](=[O:34])[C:30]([O:22][CH2:21][C:10]1[C:9]([CH3:23])=[C:8]([C:5]2[CH:4]=[CH:3][C:2]([Cl:1])=[CH:7][CH:6]=2)[N:12]([C:13]2[CH:18]=[CH:17][C:16]([Cl:19])=[CH:15][C:14]=2[Cl:20])[N:11]=1)([CH3:32])[CH3:31])[CH3:27] |f:1.2,5.6|. Procedure details: To a solution of 1.6 g of [5-(4-Chloro-phenyl)-1-(2,4-dichloro-phenyl)-4-methyl-1H-pyrazol-3-yl]-methanol in 15 ml of DMF were added 870 mg of sodium hydride (60% in mineral oil) at room temperature. After 15 min 1.6 g of tetrabutylammonium iodide and 3.4 g of 2-Bromo-2-methyl-propionic acid ethyl ester were added and the reaction mixture was stirred for 16 h at room temperature. After dilution with saturated aqueous sodium hydrogen carbonate solution the reaction mixture was filtered through a ... Reactants: C1(CCCCC1)C1CC=C(CC1)N1CCOCC1 (4-cyclohexyl-1-morpholyl-cyclohex-1-ene), CN=C=S (methyl isothiocyanate). Run in CCCCCCC (heptane), CCCCCCC (heptane). Run at time 18 hour. The product is C1(CCCCC1)C1CC(=C(CC1)N1CCOCC1)C(NC)=S (4-cyclohexyl-2-methylthiocarbamoyl-1-morpholyl-cyclohex-1-ene). Reaction SMILES: [CH3:1][N:2]=[C:3]=[S:4].[CH:5]1([CH:11]2[CH2:16][CH2:15][C:14]([N:17]3[CH2:22][CH2:21][O:20][CH2:19][CH2:18]3)=[CH:13][CH2:12]2)[CH2:10][CH2:9][CH2:8][CH2:7][CH2:6]1>CCCCCCC>[CH:5]1([CH:11]2[CH2:16][CH2:15][C:14]([N:17]3[CH2:18][CH2:19][O:20][CH2:21][CH2:22]3)=[C:13]([C:3](=[S:4])[NH:2][CH3:1])[CH2:12]2)[CH2:6][CH2:7][CH2:8][CH2:9][CH2:10]1. Procedure: In a three-neck flask there are introduced successively 2.04 g of methyl isothiocyanate, 20 ml heptane and, over the course of 5 minutes, a solution of 7.1 g 4-cyclohexyl-1-morpholyl-cyclohex-1-ene in 80 ml heptane and the reaction mixture is kept under vigourous stirring for 18 hours at room temperature. Reactants: C(C)(C)(C)OC(NC1=C(C=C(C=C1)C1=CC(=CC=C1)C)N)=O ((3-amino-3′-methyl-biphenyl-4-yl)-carbamic acid tert.-butyl ester), CC1(OC(C=C(O1)C=1C=C(C#N)C=CC1)=O)C (3-(2,2-dimethyl-6-oxo-6H-[1,3]dioxin-4-yl)-benzonitrile). The product is C(C)(C)(C)OC(NC1=C(C=C(C=C1)C1=CC(=CC=C1)C)NC(CC(=O)C1=CC(=CC=C1)C#N)=O)=O ({3-[3-(3-Cyano-phenyl)-3-oxo-propionylamino]-3′-methyl-biphenyl-4-yl}-carbamic acid tert.-butyl ester). RXN SMILES: [C:1]([O:5][C:6](=[O:22])[NH:7][C:8]1[CH:13]=[CH:12][C:11]([C:14]2[CH:19]=[CH:18][CH:17]=[C:16]([CH3:20])[CH:15]=2)=[CH:10][C:9]=1[NH2:21])([CH3:4])([CH3:3])[CH3:2].CC1(C)[O:29][C:28]([C:30]2[CH:31]=[C:32]([CH:35]=[CH:36][CH:37]=2)[C:33]#[N:34])=[CH:27][C:26](=O)[O:25]1>>[C:1]([O:5][C:6](=[O:22])[NH:7][C:8]1[CH:13]=[CH:12][C:11]([C:14]2[CH:19]=[CH:18][CH:17]=[C:16]([CH3:20])[CH:15]=2)=[CH:10][C:9]=1[NH:21][C:26](=[O:25])[CH2:27][C:28]([C:30]1[CH:37]=[CH:36][CH:35]=[C:32]([C:33]#[N:34])[CH:31]=1)=[O:29])([CH3:4])([CH3:2])[CH3:3]. Procedure details: Prepared from (3-amino-3′-methyl-biphenyl-4-yl)-carbamic acid tert.-butyl ester (Example G20) and 3-(2,2-dimethyl-6-oxo-6H-[1,3]dioxin-4-yl)-benzonitrile (Example J4) according to the general procedure K. Obtained as a viscous orange oil (290 mg).